From a dataset of the Open Reaction Database (ORD), a public repository of structured organic reaction records. describe an organic reaction: reactants, conditions, products, and yield The reactants are CS(=O)(=O)O, CC(C)=O, Cc1ccc(C(=O)Nc2nccs2)cc1-c1nc(NCc2ncc[nH]2)nc2c1ccc(=O)n2-c1c(F)cccc1F. Product: CS(=O)(=O)O, Cc1ccc(C(=O)Nc2nccs2)cc1-c1nc(NCc2ncc[nH]2)nc2c1ccc(=O)n2-c1c(F)cccc1F. Reaction SMILES: [CH3:42][S:43]([OH:44])(=[O:45])=[O:46].[CH3:47][C:48](=[O:49])[CH3:50].[F:1][c:2]1[c:3](-[n:9]2[c:10](=[O:41])[cH:11][cH:12][c:13]3[c:14]2[n:15][c:16]([NH:34][CH2:35][c:36]2[nH:37][cH:38][cH:39][n:40]2)[n:17][c:18]3-[c:19]2[cH:20][c:21]([C:22](=[O:23])[NH:24][c:25]3[s:26][cH:27][cH:28][n:29]3)[cH:30][cH:31][c:32]2[CH3:33])[c:4]([F:8])[cH:5][cH:6][cH:7]1>>[CH3:42][S:43](=[O:44])(=[O:45])[OH:46].[F:1][c:2]1[c:3](-[n:9]2[c:10](=[O:41])[cH:11][cH:12][c:13]3[c:14]2[n:15][c:16]([NH:34][CH2:35][c:36]2[n:37][cH:38][cH:39][nH:40]2)[n:17][c:18]3-[c:19]2[cH:20][c:21]([C:22](=[O:23])[NH:24][c:25]3[s:26][cH:27][cH:28][n:29]3)[cH:30][cH:31][c:32]2[CH3:33])[c:4]([F:8])[cH:5][cH:6][cH:7]1. The reactants are COC(C#CCO)=O (4-hydroxy-2-butynoic acid methyl ester), O (H2O), N1=C(C=CC2=CC=CC=C12)COC1=CC=C(C=C1)C(CCC(=O)O)(C)C1=CC=C(C=C1)OCC1=NC2=CC=CC=C2C=C1 (4,4-bis(4-(2-quinolylmethoxy)phenyl)-pentanoic acid), N (NH3). The product is N1=C(C=CC2=CC=CC=C12)COC1=CC=C(C=C1)C(C#CC(=O)O)(O)C1=CC=C(C=C1)OCC1=NC2=CC=CC=C2C=C1 (4.4-bis(4-(2-quinolylmethoxy)phenyl)-4-hydroxy-2-butynoic acid). RXN SMILES: CO[C:3](=O)[C:4]#[C:5][CH2:6]O.[N:9]1[C:18]2[C:13](=CC=CC=2)[CH:12]=[CH:11][C:10]=1[CH2:19][O:20][C:21]1[CH:26]=[CH:25][C:24]([C:27]([C:34]2[CH:39]=[CH:38][C:37]([O:40][CH2:41][C:42]3[CH:51]=[CH:50][C:49]4[C:44](=CC=CC=4)[N:43]=3)=[CH:36][CH:35]=2)(C)[CH2:28][CH2:29][C:30]([OH:32])=[O:31])=[CH:23][CH:22]=1.N.[OH2:53]>>[N:43]1[C:44]2[C:49](=[CH:3][CH:4]=[CH:5][CH:6]=2)[CH:50]=[CH:51][C:42]=1[CH2:41][O:40][C:37]1[CH:38]=[CH:39][C:34]([C:27]([C:24]2[CH:25]=[CH:26][C:21]([O:20][CH2:19][C:10]3[CH:11]=[CH:12][C:13]4[C:18](=[CH:3][CH:4]=[CH:5][CH:6]=4)[N:9]=3)=[CH:22][CH:23]=2)([OH:53])[C:28]#[C:29][C:30]([OH:32])=[O:31])=[CH:35][CH:36]=1. Procedure: The desired compound was prepared according to the method of Example 1, step 3, except substituting 4,4-bis(2-quinolylmethoxy)phenyl)-4-hydroxy-2-butynoic acid methyl ester, prepared as in step 1, for 4,4-bis(4-(2-quinolylmethoxy)phenyl)-pentanoic acid: mp 169°-172° C.; 1H NMR (300 MHz, DMSO--d6) d 5.35 (s, 4H), 7.04 (d, 4H, J=9 Hz), 7.37 (d, 4H, J=9 Hz), 7.63 (m, 4H), 7.78 (m, 2H), 8.00 (m, 4H), 8.40 (d, 2H, J=8 Hz), 13.75 (bs, 1H); MS (DCI--NH3) m/e: 567 (M+H)+. Anal. Calc'd. for C36H26 N2O4. ... Starting materials: [N+](=O)([O-])C1=CN=C(N1C)C(=O)O (5-nitro-1-methyl-2-imidazolyl carboxylic acid), C1(=C(C=CC=C1)N)N (o-phenylenediamine), Cl (hydrochloric acid). The product is [N+](=O)([O-])C1=CN=C(N1C)C=1NC2=C(N1)C=CC=C2 (2-(5-nitro-1-methyl-2-imidazolyl)-benzimidazole). Reaction SMILES: [N+:1]([C:4]1[N:8]([CH3:9])[C:7]([C:10](O)=O)=[N:6][CH:5]=1)([O-:3])=[O:2].[C:13]1([NH2:20])[CH:18]=[CH:17][CH:16]=[CH:15][C:14]=1[NH2:19].Cl>>[N+:1]([C:4]1[N:8]([CH3:9])[C:7]([C:10]2[NH:19][C:14]3[CH:15]=[CH:16][CH:17]=[CH:18][C:13]=3[N:20]=2)=[N:6][CH:5]=1)([O-:3])=[O:2]. Reported procedure: 1.7 g. of 5-nitro-1-methyl-2-imidazolyl carboxylic acid and 1.08 g. of o-phenylenediamine are heated for 40 minutes in a bomb tube to 180° C. in 10 ml. of 25% hydrochloric acid. After evaporating the reaction mixture to dryness and column chromatography on 100 g. of silica gel with methanol-chloroform 1 : 1, 120 mg. of 2-(5-nitro-1-methyl-2-imidazolyl)-benzimidazole is obtained, m.p. 257° C. The reactants are CCOC(C)=O, O=C(Cl)c1ccnc(F)c1, N#CCN, [Na+], [OH-], O, O=S(=O)(O)O. Product: N#CCNC(=O)c1ccnc(F)c1. RXN SMILES: [CH3:22][CH2:23][O:24][C:25](=[O:26])[CH3:27].[F:12][c:13]1[cH:14][c:15]([C:16](=[O:17])[Cl:18])[cH:19][cH:20][n:21]1.[NH2:8][CH2:9][C:10]#[N:11].[Na+:2].[OH-:1].[OH2:28].[S:3]([OH:4])([OH:5])(=[O:6])=[O:7]>>[NH:8]([CH2:9][C:10]#[N:11])[C:16]([c:15]1[cH:14][c:13]([F:12])[n:21][cH:20][cH:19]1)=[O:17].